Dataset: the Open Reaction Database (ORD), a public repository of structured organic reaction records. Task: describe an organic reaction: reactants, conditions, products, and yield Reactants: C(C1=CC=CC=C1)OC(C(C)(C)N)=O (α-aminoisobutyric acid benzyl ester), Cl.C(C1=CC=CC=C1)OC([C@@H](NC(CN)=O)C)=O (glycyl-L-alanine benzyl ester hydrochloride). Product: Cl.C(C1=CC=CC=C1)OC(C(CC(CN)=O)(C)N)=O (glycyl-α-aminoisobutyric acid benzyl ester hydrochloride). RXN SMILES: [CH2:1]([O:8][C:9](=[O:14])[C:10]([NH2:13])([CH3:12])[CH3:11])[C:2]1[CH:7]=[CH:6][CH:5]=[CH:4][CH:3]=1.[ClH:15].C([O:23][C:24](=O)[C@H:25](C)[NH:26]C(=O)CN)C1C=CC=CC=1>>[ClH:15].[CH2:1]([O:8][C:9](=[O:14])[C:10]([NH2:13])([CH3:11])[CH2:12][C:24](=[O:23])[CH2:25][NH2:26])[C:2]1[CH:7]=[CH:6][CH:5]=[CH:4][CH:3]=1 |f:1.2,3.4|. Procedure: substitution of an equivalent amount of α-aminoisobutyric acid benzyl ester for the L-alanine benzyl ester of Example 3, and substantial repetition of the procedure detailed therein, affords glycyl-α-aminoisobutyric acid benzyl ester hydrochloride. The reactants are ClC1=CC=C(C=C1)N=C=O (4-chlorophenyl isocyanate), C(Cl)C1CO1 (epichlorohydrin), [Br-].[Li+] (lithium bromide), C(CCC)P(CCCC)(CCCC)=O (tri-n-butylphosphine oxide). Solvent: C1(=CC=CC=C1)C (toluene), C1(=CC=CC=C1)C (toluene). Run at time 3 hour. The product is ClCC1CN(C(O1)=O)C1=CC=C(C=C1)Cl (5-(chloromethyl)-3-(4-chlorophenyl)-2-oxooxazolidine). The yield is 93.0%. Reaction SMILES: [Cl:1][C:2]1[CH:7]=[CH:6][C:5]([N:8]=[C:9]=[O:10])=[CH:4][CH:3]=1.[CH2:11]([CH:13]1O[CH2:14]1)[Cl:12].[Br-].[Li+].C(P(=[O:31])(CCCC)CCCC)CCC>C1(C)C=CC=CC=1>[Cl:12][CH2:11][CH:13]1[O:10][C:9](=[O:31])[N:8]([C:5]2[CH:6]=[CH:7][C:2]([Cl:1])=[CH:3][CH:4]=2)[CH2:14]1 |f:2.3|. Procedure details: A toluene (10 ml) solution of 5.9 g of 4-chlorophenyl isocyanate and 3.3 ml of epichlorohydrin was added dropwise to a toluene (1 ml) solution of 0.2 g of lithium bromide and 0.42 g of tri-n-butylphosphine oxide at 100° C. The mixture was stirred at the same temperature for 3 hours. The reaction mixture was concentrated under reduced pressure. Ethanol was added to the obtained residue to collect the crystals by filtration. Thus, 8.9 g of the title compound was obtained (yield 93%). The reactants are C(C)(C)(C)OC(=O)N1CCC(=CC1)C1=CC=C(C=C1)[C@H](C)N1C(O[C@](CC1)(C1=CC=CC=C1)CC(C)(C)O)=O (4-(4-{(S)-1-[(S)-6-(2-hydroxy-2-methyl-propyl)-2-oxo-6-phenyl-[1,3]oxazinan-3-yl]-ethyl}-phenyl)-3,6-dihydro-2H-pyridine-1-carboxylic acid tert-butyl ester). Reagents/catalysts: [Pd] (palladium on carbon). Run in CO (methanol), [H][H] (hydrogen). Yields the product C(C)(C)(C)OC(=O)N1CCC(CC1)C1=CC=C(C=C1)[C@H](C)N1C(O[C@](CC1)(C1=CC=CC=C1)CC(C)(C)O)=O (4-(4-{(S)-1-[(S)-6-(2-Hydroxy-2-methyl-propyl)-2-oxo-6-phenyl-[1,3]oxazinan-3-yl]-ethyl}-phenyl)-piperidine-1-carboxylic acid tert-butyl ester). As a reaction SMILES: [C:1]([O:5][C:6]([N:8]1[CH2:13][CH:12]=[C:11]([C:14]2[CH:19]=[CH:18][C:17]([C@@H:20]([N:22]3[CH2:27][CH2:26][C@:25]([CH2:34][C:35]([OH:38])([CH3:37])[CH3:36])([C:28]4[CH:33]=[CH:32][CH:31]=[CH:30][CH:29]=4)[O:24][C:23]3=[O:39])[CH3:21])=[CH:16][CH:15]=2)[CH2:10][CH2:9]1)=[O:7])([CH3:4])([CH3:3])[CH3:2]>[Pd].CO.[H][H]>[C:1]([O:5][C:6]([N:8]1[CH2:13][CH2:12][CH:11]([C:14]2[CH:19]=[CH:18][C:17]([C@@H:20]([N:22]3[CH2:27][CH2:26][C@:25]([CH2:34][C:35]([OH:38])([CH3:37])[CH3:36])([C:28]4[CH:29]=[CH:30][CH:31]=[CH:32][CH:33]=4)[O:24][C:23]3=[O:39])[CH3:21])=[CH:16][CH:15]=2)[CH2:10][CH2:9]1)=[O:7])([CH3:3])([CH3:2])[CH3:4]. Reported procedure: A mixture of 4-(4-{(S)-1-[(S)-6-(2-hydroxy-2-methyl-propyl)-2-oxo-6-phenyl-[1,3]oxazinan-3-yl]-ethyl}-phenyl)-3,6-dihydro-2H-pyridine-1-carboxylic acid tert-butyl ester (0.34 g) and 10% palladium on carbon (60 mg) in methanol (10 mL) was shaken in hydrogen atmosphere (50 psi) for 4 h. Then, the catalyst was separated by filtration and the filtrate was concentrated to yield the title compound. Reactants: BrC1=CC(=C(S1)C1=C(N=C2N1N=C(C=C2C(CC)CC)C)C)C (3-(5-bromo-3-methyl-thiophen-2-yl)-8-(1-ethyl-propyl)-2,6-dimethyl-imidazo[1,2-b]pyridazine), C(C)(C)(C)[Li] (t-Bu-Li), CCCCCC (hexane), CC=1SC=C(N1)C (2,4-dimethylthiazole). Reagents/catalysts: C1=CC=C(C=C1)P([C-]2C=CC=C2)C3=CC=CC=C3.C1=CC=C(C=C1)P([C-]2C=CC=C2)C3=CC=CC=C3.Cl[Pd]Cl.[Fe+2] (PdCl2(dppf)), [Cl-].[Cl-].[Zn+2] (ZnCl2). Run in CCOC(=O)C (EtOAc), C1CCOC1 (THF), C1CCOC1 (THF). Conditions: temperature -78 celsius, time 15 minute. The product is CC=1SC(=C(N1)C)C1=CC(=C(S1)C1=C(N=C2N1N=C(C=C2C(CC)CC)C)C)C (3-[5-(2,4-dimethyl-thiazol-5-yl)-3-methyl-thiophen-2-yl]-8-(1-ethyl-propyl)-2,6-dimethyl-imidazo[1,2-b]pyridazine). Yield: 48.0%. RXN SMILES: [CH3:1][C:2]1[S:3][CH:4]=[C:5]([CH3:7])[N:6]=1.C([Li])(C)(C)C.CCCCCC.Br[C:20]1[S:24][C:23]([C:25]2[N:29]3[N:30]=[C:31]([CH3:39])[CH:32]=[C:33]([CH:34]([CH2:37][CH3:38])[CH2:35][CH3:36])[C:28]3=[N:27][C:26]=2[CH3:40])=[C:22]([CH3:41])[CH:21]=1>CCOC(C)=O.[Cl-].[Cl-].[Zn+2].C1C=CC(P(C2C=CC=CC=2)[C-]2C=CC=C2)=CC=1.C1C=CC(P(C2C=CC=CC=2)[C-]2C=CC=C2)=CC=1.Cl[Pd]Cl.[Fe+2].C1COCC1>[CH3:1][C:2]1[S:3][C:4]([C:20]2[S:24][C:23]([C:25]3[N:29]4[N:30]=[C:31]([CH3:39])[CH:32]=[C:33]([CH:34]([CH2:37][CH3:38])[CH2:35][CH3:36])[C:28]4=[N:27][C:26]=3[CH3:40])=[C:22]([CH3:41])[CH:21]=2)=[C:5]([CH3:7])[N:6]=1 |f:5.6.7,8.9.10.11|. Reported procedure: To a −78° C. mixture of 2,4-dimethylthiazole (0.23 g, 2.04 mmol) and THF (3 mL) is added 1.6 M t-Bu-Li in hexane (1.30 mL, 2.09 mmol). The mixture is stirred at −78° C. for 15 minutes. 0.5 M ZnCl2 in THF (4.3 mL, 2.14 mmol) is added and the solution warmed to ambient temperature. 3-(5-bromo-3-methyl-thiophen-2-yl)-8-(1-ethyl-propyl)-2,6-dimethyl-imidazo[1,2-b]pyridazine (0.40 g, 1.02 mmol) and PdCl2(dppf) (0.037 g, 0.051 mmol) is added and mixture is stirred at 65° C. overnight, diluted with EtO...